The task is: describe an organic reaction: reactants, conditions, products, and yield. This data is from the Open Reaction Database (ORD), a public repository of structured organic reaction records. Reactants: O=C([O-])[O-], CC(C)CC1CC(Cl)C(=O)O1, Cl, [K+], [K+]. The product is CC(C)CC1CC(O)C(=O)O1. RXN SMILES: [C:12]([O-:13])(=[O:14])[O-:15].[Cl:1][CH:2]1[C:3](=[O:4])[O:5][CH:6]([CH2:8][CH:9]([CH3:10])[CH3:11])[CH2:7]1.[ClH:18].[K+:16].[K+:17]>>[CH:2]1([OH:13])[C:3](=[O:4])[O:5][CH:6]([CH2:8][CH:9]([CH3:10])[CH3:11])[CH2:7]1.